Dataset: the Open Reaction Database (ORD), a public repository of structured organic reaction records. Task: describe an organic reaction: reactants, conditions, products, and yield Reactants: C(=O)C=O (glyoxal), C(C)OC=CC=CC (1-ethoxy-1,3-pentadiene), O1CC=CC=C1 (pyran), O.C(=O)C=O (glyoxal hydrate), O=P12OP3(=O)OP(=O)(O1)OP(=O)(O2)O3 (phosphorus pentoxide), diene. Product: CC1C(OC(C=C1)OCC)C=O (3,6-dihydro-3-methyl-6-ethoxy-2H-pyran-2-carboxaldehyde). Reaction SMILES: [CH:1]([CH:3]=[O:4])=[O:2].O.C(C=O)=O.O=P12OP3(OP(OP(O3)(O1)=O)(=O)O2)=O.[CH2:24]([O:26][CH:27]=[CH:28][CH:29]=[CH:30][CH3:31])[CH3:25].O1C=CC=CC1>>[CH3:31][CH:30]1[CH:29]=[CH:28][CH:27]([O:26][CH2:24][CH3:25])[O:2][CH:1]1[CH:3]=[O:4] |f:1.2|. Reported procedure: Monomeric glyoxal was generated by heating a mixture of 8.0 g. of glyoxal hydrate (0.117 mol. of monomer) and 48.0 g. of phosphorus pentoxide over a gentle flame over 35 minutes. The liberated monomer was bubbled (argon stream) into 4.8 g. (0.04 mol) of 1-ethoxy-1,3-pentadiene (purity 92.3%) at 120°. After all the monomer had been generated, the solution was heated at 120° for an additional 45 minutes. Distillation afforded 1.32 g. of the pyran (b0.07 =56°, purity 91%) and 1.86 g. of recovered d...